Task: describe an organic reaction: reactants, conditions, products, and yield. Dataset: the Open Reaction Database (ORD), a public repository of structured organic reaction records Reactants: CC(=O)OC(C)=O, CN(C)c1ccncc1, C=C(C(=O)OC)C(O)CCC, Cc1ccccc1. Product: C=C(C(=O)OC)C(CCC)OC(C)=O. RXN SMILES: [CH3:12][C:13](=[O:14])[O:15][C:16](=[O:17])[CH3:18].[CH3:19][N:20]([c:21]1[cH:22][cH:23][n:24][cH:25][cH:26]1)[CH3:27].[CH3:1][O:2][C:3]([C:4]([CH:5]([CH2:6][CH2:7][CH3:8])[OH:9])=[CH2:10])=[O:11].[CH3:28][c:29]1[cH:30][cH:31][cH:32][cH:33][cH:34]1>>[CH3:1][O:2][C:3]([C:4]([CH:5]([CH2:6][CH2:7][CH3:8])[O:9][C:13]([CH3:12])=[O:14])=[CH2:10])=[O:11]. Reactants: C1(=CC=CC=C1)S(=O)(=O)Cl (Benzene sulfonyl chloride), [OH-].[Na+] (Sodium hydroxide), BrC=1C=C2C(=NC1)NC=C2 (5-bromo-1H-pyrrolo[2,3-b]pyridine). Reagents/catalysts: [Br-].C(CCC)[N+](CCCC)(CCCC)CCCC (tetrabutylammonium bromide). Solvent: ClCCl (dichloromethane). Reaction conditions: temperature 0 celsius, time 5 minute. Yields the product C1(=CC=CC=C1)S(=O)(=O)N1C=CC=2C1=NC=C(C2)Br (1-benzenesulfonyl-5-bromo-1H-pyrrolo[2,3-b]pyridine). Isolated yield 100.8%. As a reaction SMILES: [OH-].[Na+].[Br:3][C:4]1[CH:5]=[C:6]2[CH:12]=[CH:11][NH:10][C:7]2=[N:8][CH:9]=1.[C:13]1([S:19](Cl)(=[O:21])=[O:20])[CH:18]=[CH:17][CH:16]=[CH:15][CH:14]=1>[Br-].C([N+](CCCC)(CCCC)CCCC)CCC.ClCCl>[C:13]1([S:19]([N:10]2[C:7]3=[N:8][CH:9]=[C:4]([Br:3])[CH:5]=[C:6]3[CH:12]=[CH:11]2)(=[O:21])=[O:20])[CH:18]=[CH:17][CH:16]=[CH:15][CH:14]=1 |f:0.1,4.5|. Reported procedure: Sodium hydroxide (4.1 g, 102.8 mmol) was added to a solution of tetrabutylammonium bromide (331 mg, 1.0 mmol) and 5-bromo-1H-pyrrolo[2,3-b]pyridine (6.7 g, 34.7 mmol) in dichloromethane (80 mL) at 0° C. The mixture was stirred at 0° C. for 5 min. Benzene sulfonyl chloride (5.7 mL, 44.5 mmol) was added to the above mixture slowly at 0° C. The resulting mixture was stirred at 0° C. for 15 min before it was warmed to 25° C. and kept stirring at that temperature for 12 h. The reaction mixture was fi... The reactants are CO, CCCc1c(C(=O)N(C)C2CCCCC2)cnn1-c1ccc(C(=O)OCC)cc1, [Na+], [OH-]. Product: CCCc1c(C(=O)N(C)C2CCCCC2)cnn1-c1ccc(C(=O)O)cc1. RXN SMILES: [CH3:32][OH:33].[CH:1]1([N:7]([C:8](=[O:9])[c:10]2[cH:11][n:12][n:13](-[c:18]3[cH:19][cH:20][c:21]([C:22](=[O:23])[O:24][CH2:25][CH3:26])[cH:27][cH:28]3)[c:14]2[CH2:15][CH2:16][CH3:17])[CH3:29])[CH2:2][CH2:3][CH2:4][CH2:5][CH2:6]1.[Na+:31].[OH-:30]>>[CH:1]1([N:7]([C:8](=[O:9])[c:10]2[cH:11][n:12][n:13](-[c:18]3[cH:19][cH:20][c:21]([C:22](=[O:23])[OH:24])[cH:27][cH:28]3)[c:14]2[CH2:15][CH2:16][CH3:17])[CH3:29])[CH2:2][CH2:3][CH2:4][CH2:5][CH2:6]1.